This data is from the Open Reaction Database (ORD), a public repository of structured organic reaction records. The task is: describe an organic reaction: reactants, conditions, products, and yield Reactants: C(C1=CC=CC=C1)(=O)Cl (benzoyl chloride), N1(CCCCC1)CC1=CC(=NC=C1)OC\C=C/CNC(CSCCO)=O (N-[4-(4-piperidinomethyl -2-pyridyloxy)-cis-2-butenyl]-2-(2-hydroxyethylthio)acetamide). The solvent is N1=CC=CC=C1 (pyridine). Conditions: time 2 hour. The product is N1(CCCCC1)CC1=CC(=NC=C1)OC\C=C/CNC(CSCCOC(C1=CC=CC=C1)=O)=O (N-[4-(4-piperidinomethyl-2-pyridyloxy)-cis-2-butenyl]-2-(2-benzoyloxyethylthio)acetamide). The yield is 61.0%. Reaction SMILES: [C:1](Cl)(=[O:8])[C:2]1[CH:7]=[CH:6][CH:5]=[CH:4][CH:3]=1.[N:10]1([CH2:16][C:17]2[CH:22]=[CH:21][N:20]=[C:19]([O:23][CH2:24]/[CH:25]=[CH:26]\[CH2:27][NH:28][C:29](=[O:35])[CH2:30][S:31][CH2:32][CH2:33][OH:34])[CH:18]=2)[CH2:15][CH2:14][CH2:13][CH2:12][CH2:11]1>N1C=CC=CC=1>[N:10]1([CH2:16][C:17]2[CH:22]=[CH:21][N:20]=[C:19]([O:23][CH2:24]/[CH:25]=[CH:26]\[CH2:27][NH:28][C:29](=[O:35])[CH2:30][S:31][CH2:32][CH2:33][O:34][C:1](=[O:8])[C:2]3[CH:7]=[CH:6][CH:5]=[CH:4][CH:3]=3)[CH:18]=2)[CH2:15][CH2:14][CH2:13][CH2:12][CH2:11]1. Procedure: 0.24 ml of benzoyl chloride was added, whilst ice-cooling, to a mixture of 0.40 g of N-[4-(4-piperidinomethyl -2-pyridyloxy)-cis-2-butenyl]-2-(2-hydroxyethylthio)acetamide (prepared as described in Example 1) and 1.02 ml of pyridine, and the resulting mixture was stirred at room temperature for 2 hours. At the end of this time, the mixture was concentrated by evaporation under reduced pressure. The concentrate was diluted with water and made alkaline by the addition of an aqueous ammonia solutio...